From a dataset of the Open Reaction Database (ORD), a public repository of structured organic reaction records. describe an organic reaction: reactants, conditions, products, and yield Yields the product C(#N)C1=C(C=CC=C1)S(=O)(=O)OC=1C=C(OCCC=O)C=C(C1)C (3-[3-(2-Cyanophenylsulfonyloxy)-5-methylphenoxy]propionaldehyde). Procedure details: Sulfur trioxide pyridine complex (480 mg, 3.0 mmol) was added to a solution of 3-[3-(2-cyanophenylsulfonyloxy)-5-methylphenoxy]propanol (315 mg, 0.9 mmol), as prepared in the preceding step, N,N-diisopropylethylamine (0.5 mL, 3.9 mmol) and anhydrous dimethyl sulfoxide (0.2 mL, 2.8 mmol) in anhydrous dichloromethane (10 mL). The reaction mixture was stirred at ambient temperature for 1 hour and then quenched with 10% aqueous citric acid (30 mL). The mixture was extracted into dichloromethane (3×4... The reactants are C(C)(C)N(C(C)C)CC (N,N-diisopropylethylamine), CS(=O)C (dimethyl sulfoxide), C(#N)C1=C(C=CC=C1)S(=O)(=O)OC=1C=C(OCCCO)C=C(C1)C (3-[3-(2-cyanophenylsulfonyloxy)-5-methylphenoxy]propanol). RXN SMILES: [C:1]([C:3]1[CH:8]=[CH:7][CH:6]=[CH:5][C:4]=1[S:9]([O:12][C:13]1[CH:14]=[C:15]([CH:21]=[C:22]([CH3:24])[CH:23]=1)[O:16][CH2:17][CH2:18][CH2:19][OH:20])(=[O:11])=[O:10])#[N:2].C(N(CC)C(C)C)(C)C.CS(C)=O>ClCCl>[C:1]([C:3]1[CH:8]=[CH:7][CH:6]=[CH:5][C:4]=1[S:9]([O:12][C:13]1[CH:14]=[C:15]([CH:21]=[C:22]([CH3:24])[CH:23]=1)[O:16][CH2:17][CH2:18][CH:19]=[O:20])(=[O:11])=[O:10])#[N:2]. Yield: 83.6%. Run at time 1 hour. Solvent: ClCCl (dichloromethane). Reactants: CCOC(=O)C1CCN(C(=O)CN2CC(c3cccc(OC)c3OC)c3cc(Cl)ccc3C(CC(C)C)C2=O)CC1, Cl, [Na+], C1COCCO1, [OH-], O. Product: COc1cccc(C2CN(CC(=O)N3CCC(C(=O)O)CC3)C(=O)C(CC(C)C)c3ccc(Cl)cc32)c1OC. As a reaction SMILES: [Cl:1][c:2]1[cH:3][c:4]2[c:5]([cH:40][cH:41]1)[CH:6]([CH2:36][CH:37]([CH3:38])[CH3:39])[C:7](=[O:35])[N:8]([CH2:21][C:22](=[O:23])[N:24]1[CH2:25][CH2:26][CH:27]([C:30](=[O:31])[O:32][CH2:33][CH3:34])[CH2:28][CH2:29]1)[CH2:9][CH:10]2[c:11]1[c:12]([O:19][CH3:20])[c:13]([O:17][CH3:18])[cH:14][cH:15][cH:16]1.[ClH:44].[Na+:43].[O:46]1[CH2:47][CH2:48][O:49][CH2:50][CH2:51]1.[OH-:42].[OH2:45]>>[Cl:1][c:2]1[cH:3][c:4]2[c:5]([cH:40][cH:41]1)[CH:6]([CH2:36][CH:37]([CH3:38])[CH3:39])[C:7](=[O:35])[N:8]([CH2:21][C:22](=[O:23])[N:24]1[CH2:25][CH2:26][CH:27]([C:30](=[O:31])[OH:32])[CH2:28][CH2:29]1)[CH2:9][CH:10]2[c:11]1[c:12]([O:19][CH3:20])[c:13]([O:17][CH3:18])[cH:14][cH:15][cH:16]1. Reactants: C1(CCCC1)O (Cyclopentanol), C1(=CC=C(C=C1)S(=O)(=O)Cl)C (p-toluenesulfonyl chloride), ice water. Solvent: N1=CC=CC=C1 (pyridine). The product is C1(=CC=C(C=C1)S(=O)(=O)OC1CCCC1)C (cyclopentyl p-toluenesulfonate). Yield: 67.2%. RXN SMILES: [CH:1]1([OH:6])[CH2:5][CH2:4][CH2:3][CH2:2]1.[C:7]1([CH3:17])[CH:12]=[CH:11][C:10]([S:13](Cl)(=[O:15])=[O:14])=[CH:9][CH:8]=1>N1C=CC=CC=1>[C:7]1([CH3:17])[CH:12]=[CH:11][C:10]([S:13]([O:6][CH:1]2[CH2:5][CH2:4][CH2:3][CH2:2]2)(=[O:15])=[O:14])=[CH:9][CH:8]=1. Reported procedure: Cyclopentanol (50.0 g, 0.58 mol) and p-toluenesulfonyl chloride (120 g, 0.629 mol) were dissolved in pyridine (200 ml), and the solution was poured into ice-water (about 1 liter), followed by thoroughly stirring. The precipitated solid was filtered and dried to obtain cyclopentyl p-toluenesulfonate as a white solid (94.9 g, 0.390 mol, 68.1% yield). Starting materials: C(C)(=O)OC(C)=O (acetic anhydride), C(=O)[O-].[Na+] (sodium formate), C(C)(C)OC(=O)N1C2=C(C(CCC1)N(CC1=CC(=CC(=C1)C(F)(F)F)C(F)(F)F)C(C)=O)C=CC(=C2)Cl (5-[Acetyl-(3,5-bis-trifluoromethyl-benzyl)-amino]-8-chloro-2,3,4,5-tetrahydro-benzo[b]azepine-1-carboxylic acid isopropyl ester). The solvent is C(=O)O (formic acid). Run at time 16 hour. The product is C(C)(C)OC(=O)N1C2=C(C(CCC1)N(C=O)CC1=CC(=CC(=C1)C(F)(F)F)C(F)(F)F)C=CC(=C2)Cl ((+/−)-5-[(3,5-Bis-trifluoromethyl-benzyl)-formyl-amino]-8-chloro-2,3,4,5-tetrahydro-benzo[b]azepine-1-carboxylic acid isopropyl ester). Isolated yield 64.5%. Reaction SMILES: C(OC(=O)C)(=O)C.C([O-])=O.[Na+].[CH:12]([O:15][C:16]([N:18]1[CH2:24][CH2:23][CH2:22][CH:21]([N:25]([C:41](=[O:43])C)[CH2:26][C:27]2[CH:32]=[C:31]([C:33]([F:36])([F:35])[F:34])[CH:30]=[C:29]([C:37]([F:40])([F:39])[F:38])[CH:28]=2)[C:20]2[CH:44]=[CH:45][C:46]([Cl:48])=[CH:47][C:19]1=2)=[O:17])([CH3:14])[CH3:13]>C(O)=O>[CH:12]([O:15][C:16]([N:18]1[CH2:24][CH2:23][CH2:22][CH:21]([N:25]([CH2:26][C:27]2[CH:32]=[C:31]([C:33]([F:36])([F:35])[F:34])[CH:30]=[C:29]([C:37]([F:40])([F:39])[F:38])[CH:28]=2)[CH:41]=[O:43])[C:20]2[CH:44]=[CH:45][C:46]([Cl:48])=[CH:47][C:19]1=2)=[O:17])([CH3:14])[CH3:13] |f:1.2|. Procedure: Add acetic anhydride (0.22 mL, 2.34 mmol) and sodium formate (26 mg, 0.39 mmol) to a solution of 5-(3,5-Bis-trifluoromethyl-benzylamino)-8-chloro-2,3,4,5-tetrahydro-benzo[b]azepine-1-carboxylic acid isopropyl ester (see example 3) (40 mg, 0.078 mmol) in formic acid (0.5 mL) and stir at room temperature for 16 h. Chromatograph the residue over silica cartridge, eluting with hexanes/ethyl acetate (5:1), to afford the title compound (27 mg, 64%). 1H NMR (DMSO-d6, 300 MHz, 100° C.) δ 1.14 (d, J=6.5 ... Starting materials: CC(C)CCCC(C)CCCC(C)(O)C#CCC(C)O, CC(=O)OC(C)=O, c1ccncc1. The product is CC(=O)OC(C)CC#CC(C)(O)CCCC(C)CCCC(C)C. RXN SMILES: [CH3:1][C:2]([C:3]#[C:4][CH2:5][CH:6]([CH3:7])[OH:8])([CH2:9][CH2:10][CH2:11][CH:12]([CH2:13][CH2:14][CH2:15][CH:16]([CH3:17])[CH3:18])[CH3:19])[OH:20].[CH3:21][C:22](=[O:23])[O:24][C:25](=[O:26])[CH3:27].[cH:28]1[cH:29][cH:30][n:31][cH:32][cH:33]1>>[CH3:1][C:2]([C:3]#[C:4][CH2:5][CH:6]([CH3:7])[O:8][C:22]([CH3:21])=[O:23])([CH2:9][CH2:10][CH2:11][CH:12]([CH2:13][CH2:14][CH2:15][CH:16]([CH3:17])[CH3:18])[CH3:19])[OH:20]. Starting materials: CC=1C=C(N)C=CC1C (3,4-Dimethylaniline), C(\C=C\C1=CC=CC=C1)(=O)Cl (trans-cinnamoyl chloride). Run in C1CCOC1 (THF). Product: CC=1C=C(C=CC1C)NC(\C=C\C1=CC=CC=C1)=O ((2E)-N-(3,4-dimethylphenyl)-3-phenyl-2-propenamide). The yield is 57.5%. RXN SMILES: [CH3:1][C:2]1[CH:3]=[C:4]([CH:6]=[CH:7][C:8]=1[CH3:9])[NH2:5].[C:10](Cl)(=[O:19])/[CH:11]=[CH:12]/[C:13]1[CH:18]=[CH:17][CH:16]=[CH:15][CH:14]=1>C1COCC1>[CH3:1][C:2]1[CH:3]=[C:4]([NH:5][C:10](=[O:19])/[CH:11]=[CH:12]/[C:13]2[CH:18]=[CH:17][CH:16]=[CH:15][CH:14]=2)[CH:6]=[CH:7][C:8]=1[CH3:9]. Procedure details: 3,4-Dimethylaniline (5.20 g, 42.9 mmol) was dissolved in 150 mL of THF and treated with trans-cinnamoyl chloride (7.5 g, 45 mmol) with vigorous stirring at room temperature. After 2 hours the mixture was quenched with 10 mL of H2O and extracted with EtOAc (3×100 mL). The combined organics were washed with saturated solution of Na2CO3, brine, dried over MgSO4 and then concentrated in vacuo to yield the title compound as a pure white crystalline solid (6.2 g, 67%). MS (ES) m/e 252 [M+H]+. Starting materials: [Li+].CC(C)[N-]C(C)C (LDA), C(C)OC(=O)Cl (ethylchloroformate), BrC1=NC=CC(=C1)C (2-Bromo-4-methylpyridine), [NH4+].[Cl-] (NH4Cl), C(C)(=O)OCC (ethyl acetate). Run in C1CCOC1 (THF). Conditions: time 90 minute. Product: C(C)OC(C(C(=O)OCC)C1=CC(=NC=C1)Br)=O (2-(2-Bromo-pyridin-4-yl)-malonic acid diethyl ester). RXN SMILES: [Br:1][C:2]1[CH:7]=[C:6]([CH3:8])[CH:5]=[CH:4][N:3]=1.[Li+].CC([N-]C(C)C)C.[CH2:17]([O:19][C:20](Cl)=[O:21])[CH3:18].[NH4+].[Cl-].[C:25]([O:28][CH2:29][CH3:30])(=[O:27])C>C1COCC1>[CH2:17]([O:19][C:20](=[O:21])[CH:8]([C:6]1[CH:5]=[CH:4][N:3]=[C:2]([Br:1])[CH:7]=1)[C:25]([O:28][CH2:29][CH3:30])=[O:27])[CH3:18] |f:1.2,4.5|. Reported procedure: 2-Bromo-4-methylpyridine (70.0 g, 407 mmol) was added drop wise to a cooled (−78° C.) solution of LDA (2.0 M in toluene/THF/ethyl benzene, 610.4 ml, 1.22 mol) in dry THF (600 ml) for 30 min. ethylchloroformate (132.3 g, 1.22 mol) was added to the resultant reaction mixture with addition funnel at −78° C. and stirring continued for 90 min. Reaction mixture was treated with saturated NH4Cl solution and worked up with ethyl acetate by washing with water, brine followed by drying over anhy. Na2SO4. ...